describe an organic reaction: reactants, conditions, products, and yield From a dataset of the Open Reaction Database (ORD), a public repository of structured organic reaction records. Starting materials: O[C@@H]([C@@H](C(=O)N1C(OC[C@@H]1CC1=CC=CC=C1)=O)OCC)C=1C=CC2=C(C=C[C@H](O2)CC2=CC=C(C=C2)OCC2=CC=CC=C2)C1 ((R) -6-{(1R, 2S)-1-Hydroxy-2-ethoxy-3-[(S)-4-benzyl-2-oxo-3-oxazolidinyl ]-3 -oxopropyl}-2-(4-benzyloxybenzyl)-2H-benzopyran), FC(C(=O)O)(F)F (trifluoroacetic acid), C(C)[SiH](CC)CC (triethylsilane). Yields the product C(C1=CC=CC=C1)OC1=CC=C(C=C1)CCOC1=CC=C(C=C1)C[C@@H](C(=O)O)OCC ((S)-3-{4-[2-(4-Benzyloxyphenyl)]ethoxyphenyl}-2-ethoxypropanoic acid). As a reaction SMILES: O[C@H:2]([C:22]1[CH:23]=[CH:24][C:25]2[O:30][C@H:29]([CH2:31][C:32]3[CH:37]=[CH:36][C:35]([O:38][CH2:39][C:40]4[CH:45]=[CH:44][CH:43]=[CH:42][CH:41]=4)=[CH:34][CH:33]=3)C=C[C:26]=2[CH:46]=1)[C@H:3]([O:19][CH2:20][CH3:21])C(N1[C@@H](CC2C=CC=CC=2)COC1=O)=O.C([SiH](CC)CC)C.FC(F)(F)[C:56]([OH:58])=[O:57]>>[CH2:39]([O:38][C:35]1[CH:36]=[CH:37][C:32]([CH2:31][CH2:29][O:30][C:25]2[CH:24]=[CH:23][C:22]([CH2:2][C@H:3]([O:19][CH2:20][CH3:21])[C:56]([OH:58])=[O:57])=[CH:46][CH:26]=2)=[CH:33][CH:34]=1)[C:40]1[CH:41]=[CH:42][CH:43]=[CH:44][CH:45]=1. Reported procedure: (R) -6-{(1R, 2S)-1-Hydroxy-2-ethoxy-3-[(S)-4-benzyl-2-oxo-3-oxazolidinyl ]-3 -oxopropyl}-2-(4-benzyloxybenzyl)-2H-benzopyran (18.8 g, 31 mmol) was dissolved in trifluoroacetic acid (200 ml) and triethylsilane (49 ml, 0.31 mmol) was added. After 45 minutes the volatile components were evaporated and the oily residue was triturated with isopropyl alcohol. The product was purified by flash-chromatography (hexanes/ethyl acetate, 2:) and obtained as a thick oil (8.9 g). Reactants: C(C)(=O)N[C@H]1[C@H](OCCSCCC(=O)OC)O[C@@H]([C@H]([C@@H]1OC(C)=O)O[C@H]1[C@H](OC(C)=O)[C@@H](OC(C)=O)[C@@H](O[C@@H]2[C@H](OC(C)=O)[C@@H](OC(C)=O)[C@@H](OC(C)=O)[C@H](O2)COC(C)=O)[C@H](O1)COC(C)=O)COC(C)=O (2-(2-Methoxycarbonylethylthio)ethyl 2-acetamido-2-deoxy-3,6-di-O-acetyl4-O-[2,3,6-tri-O-acetyl-4-O-(2,3,4,6-tetra-O-acetyl-α-D-galactopyranosyl)-β-D-galactopyranosyl]-β-D-glucopyranoside), C[O-].[Na+] (sodium methoxide). Run in CO (methanol). Run at time 18 hour. Product: C(C)(=O)N[C@H]1[C@H](OCCSCCC(=O)OC)O[C@@H]([C@H]([C@@H]1O)O[C@H]1[C@H](O)[C@@H](O)[C@@H](O[C@@H]2[C@H](O)[C@@H](O)[C@@H](O)[C@H](O2)CO)[C@H](O1)CO)CO (2-(2-Methoxycarbonylethylthio)ethyl 2-acetamido-2-deoxy-4-O-[4-O-(α-D-galactopyranosyl)-β-D-galactopyranosyl]-β-D-glucopyranoside). The yield is 75.7%. Reaction SMILES: [C:1]([NH:4][C@@H:5]1[C@@H:20]([O:21]C(=O)C)[C@H:19]([O:25][C@@H:26]2[O:63][C@H:62]([CH2:64][O:65]C(=O)C)[C@H:37]([O:38][C@H:39]3[O:56][C@H:55]([CH2:57][O:58]C(=O)C)[C@H:50]([O:51]C(=O)C)[C@H:45]([O:46]C(=O)C)[C@H:40]3[O:41]C(=O)C)[C@H:32]([O:33]C(=O)C)[C@H:27]2[O:28]C(=O)C)[C@@H:18]([CH2:69][O:70]C(=O)C)[O:17][C@H:6]1[O:7][CH2:8][CH2:9][S:10][CH2:11][CH2:12][C:13]([O:15][CH3:16])=[O:14])(=[O:3])[CH3:2].C[O-].[Na+]>CO>[C:1]([NH:4][C@@H:5]1[C@@H:20]([OH:21])[C@H:19]([O:25][C@@H:26]2[O:63][C@H:62]([CH2:64][OH:65])[C@H:37]([O:38][C@H:39]3[O:56][C@H:55]([CH2:57][OH:58])[C@H:50]([OH:51])[C@H:45]([OH:46])[C@H:40]3[OH:41])[C@H:32]([OH:33])[C@H:27]2[OH:28])[C@@H:18]([CH2:69][OH:70])[O:17][C@H:6]1[O:7][CH2:8][CH2:9][S:10][CH2:11][CH2:12][C:13]([O:15][CH3:16])=[O:14])(=[O:3])[CH3:2] |f:1.2|. Procedure: Compound 81 (350 mg, 0.3 mmol) was dissolved in methanol (10 ml) by warming and then rapidly cooled. Methanolic sodium methoxide (0.2M, 0.2 ml) was added and the mixture was stirred at room temperature for 18 h, neutralized (Duolite C-26 (H+) resin), filtered and concentrated. The residue was dissolved in methanol (7 ml) and methanolic hydrazine hydrate (0.1M, 3 ml) was added. The mixture was refluxed for 33 h while two additional portions (2×3 ml) were added (after 24 and 30 h). The reaction wa... The reactants are CC(=O)OI1(C2=CC=CC=C2C(=O)O1)(OC(=O)C)OC(=O)C (Dess-MartinPeriodinane), FC1=C(C=CC=C1F)[C@H]1CC=2C(=[N+](C=CC2)[O-])[C@@H](CC1)O ((6R,9R)-6-(2,3-difluorophenyl)-9-hydroxy-6,7,8,9-tetrahydro-5H-cyclohepta[b]pyridine 1-oxide). The solvent is C(Cl)Cl (CH2Cl2). Conditions: time 1 hour. Yields the product FC1=C(C=CC=C1F)[C@H]1CC=2C(=[N+](C=CC2)[O-])C(CC1)=O ((R)-6-(2,3-Difluorophenyl)-9-oxo-6,7,8,9-tetrahydro-5H-cyclohepta[b]pyridine 1-oxide). As a reaction SMILES: CC(OI1(OC(C)=O)(OC(C)=O)OC(=O)C2C1=CC=CC=2)=O.[F:23][C:24]1[C:29]([F:30])=[CH:28][CH:27]=[CH:26][C:25]=1[C@@H:31]1[CH2:42][CH2:41][C@@H:40]([OH:43])[C:34]2=[N+:35]([O-:39])[CH:36]=[CH:37][CH:38]=[C:33]2[CH2:32]1>C(Cl)Cl>[F:23][C:24]1[C:29]([F:30])=[CH:28][CH:27]=[CH:26][C:25]=1[C@@H:31]1[CH2:42][CH2:41][C:40](=[O:43])[C:34]2=[N+:35]([O-:39])[CH:36]=[CH:37][CH:38]=[C:33]2[CH2:32]1. Procedure: Dess-MartinPeriodinane (1.227 g, 2.89 mmol) was added to the CH2Cl2 (8 mL) solution of (6R,9R)-6-(2,3-difluorophenyl)-9-hydroxy-6,7,8,9-tetrahydro-5H-cyclohepta[b]pyridine 1-oxide (0.7662 g, 2.63 mmol) at rt. The reaction was stirred at rt for 1 hour. The reaction was directly load to a column and separated with 10% methanol in CH2Cl2 (0 to 10% gradient) (0.54 g, 42%). MS (ESI)[M+H+]=290.03. The reactants are CCO, COC(=O)CC(O)CC(O)C=CC1=C(c2ccc(F)cc2)CC(C)(C)CC1(C)C, [Na+], [OH-]. Product: CC1(C)CC(c2ccc(F)cc2)=C(C=CC(O)CC(O)CC(=O)O)C(C)(C)C1. Reaction SMILES: [CH3:32][CH2:33][OH:34].[F:3][c:4]1[cH:5][cH:6][c:7]([C:10]2=[C:11]([CH:20]=[CH:21][CH:22]([CH2:23][CH:24]([CH2:25][C:26](=[O:27])[O:28][CH3:29])[OH:30])[OH:31])[C:12]([CH3:18])([CH3:19])[CH2:13][C:14]([CH3:16])([CH3:17])[CH2:15]2)[cH:8][cH:9]1.[Na+:2].[OH-:1]>>[F:3][c:4]1[cH:5][cH:6][c:7]([C:10]2=[C:11]([CH:20]=[CH:21][CH:22]([CH2:23][CH:24]([CH2:25][C:26](=[O:27])[OH:28])[OH:30])[OH:31])[C:12]([CH3:18])([CH3:19])[CH2:13][C:14]([CH3:16])([CH3:17])[CH2:15]2)[cH:8][cH:9]1.